This data is from the Open Reaction Database (ORD), a public repository of structured organic reaction records. The task is: describe an organic reaction: reactants, conditions, products, and yield Starting materials: Cc1cn(C(=O)OC(C)(C)C)c2c(Cl)ncc(I)c12, CCCC(C)C, CCOC(C)=O, CC(C)[Mg+], [Cl-], O=C=O, C1CCOC1. Product: Cc1cn(C(=O)OC(C)(C)C)c2c(Cl)ncc(C(=O)O)c12. Reaction SMILES: [C:1]([CH3:2])([CH3:3])([CH3:4])[O:5][C:6](=[O:7])[n:8]1[cH:9][c:10]([CH3:19])[c:11]2[c:12]1[c:13]([Cl:18])[n:14][cH:15][c:16]2[I:17].[CH3:28][CH2:29][CH2:30][CH:31]([CH3:32])[CH3:33].[CH3:39][CH2:40][O:41][C:42](=[O:43])[CH3:44].[CH:21]([Mg+:22])([CH3:23])[CH3:24].[Cl-:20].[O:25]=[C:26]=[O:27].[O:34]1[CH2:35][CH2:36][CH2:37][CH2:38]1>>[C:1]([CH3:2])([CH3:3])([CH3:4])[O:5][C:6](=[O:7])[n:8]1[cH:9][c:10]([CH3:19])[c:11]2[c:12]1[c:13]([Cl:18])[n:14][cH:15][c:16]2[C:26](=[O:25])[OH:27]. Reactants: BrC=1C=C(C=C2C=CC(=CC12)C#N)C1C(C1)C1=CC=C2CCN(C(C2=C1)C(C)C)C (8-bromo-6-(2-(1-isopropyl-2-methyl-1,2,3,4-tetrahydro-7-isoquinolinyl)cyclopropyl)-2-naphthonitrile), C(CCC)[Sn](C=C)(CCCC)CCCC (tributyl(vinyl)stannane). Reagents/catalysts: C=1C=CC(=CC1)[P](C=2C=CC=CC2)(C=3C=CC=CC3)[Pd]([P](C=4C=CC=CC4)(C=5C=CC=CC5)C=6C=CC=CC6)([P](C=7C=CC=CC7)(C=8C=CC=CC8)C=9C=CC=CC9)[P](C=1C=CC=CC1)(C=1C=CC=CC1)C=1C=CC=CC1 (Pd(PPh3)4). The solvent is C1(=CC=CC=C1)C (toluene). Run at temperature 100 celsius. Product: C(C)(C)C1N(CCC2=CC=C(C=C12)C1C(C1)C=1C=C2C=CC(=CC2=C(C1)C=C)C#N)C (6-(2-(1-isopropyl-2-methyl-1,2,3,4-tetrahydro-7-isoquinolinyl)cyclopropyl)-8-vinyl-2-naphthonitrile). As a reaction SMILES: Br[C:2]1[CH:3]=[C:4]([CH:14]2[CH2:16][CH:15]2[C:17]2[CH:26]=[C:25]3[C:20]([CH2:21][CH2:22][N:23]([CH3:30])[CH:24]3[CH:27]([CH3:29])[CH3:28])=[CH:19][CH:18]=2)[CH:5]=[C:6]2[C:11]=1[CH:10]=[C:9]([C:12]#[N:13])[CH:8]=[CH:7]2.[CH2:31]([Sn](CCCC)(CCCC)C=C)[CH2:32]CC>C1(C)C=CC=CC=1.C1C=CC([P]([Pd]([P](C2C=CC=CC=2)(C2C=CC=CC=2)C2C=CC=CC=2)([P](C2C=CC=CC=2)(C2C=CC=CC=2)C2C=CC=CC=2)[P](C2C=CC=CC=2)(C2C=CC=CC=2)C2C=CC=CC=2)(C2C=CC=CC=2)C2C=CC=CC=2)=CC=1>[CH:27]([CH:24]1[C:25]2[C:20](=[CH:19][CH:18]=[C:17]([CH:15]3[CH2:16][CH:14]3[C:4]3[CH:5]=[C:6]4[C:11](=[C:2]([CH:31]=[CH2:32])[CH:3]=3)[CH:10]=[C:9]([C:12]#[N:13])[CH:8]=[CH:7]4)[CH:26]=2)[CH2:21][CH2:22][N:23]1[CH3:30])([CH3:28])[CH3:29] |^1:56,58,77,96|. Reported procedure: A solution of Example 41A (430 mg, 0.94 mmol) in toluene (10 mL) was treated with tributyl(vinyl)stannane (298 mg, 0.94 mmol), and Pd(PPh3)4 (109 mg, 0.09 mmol), flushed with argon, sealed in a tube, and heated to 100° C. for 20 hours. The mixture was cooled to room temperature, treated with ethyl acetate (10 mL), filtered, and concentrated. The concentrate was purified by flash column chromatography on silica gel with 10% methanol/dichloromethane to provide the desired product. The reactants are C(C)(=O)O (acetic acid), Cl (HCl), CC(C)([O-])C.[K+] (potassium t-butoxide), ClC1=NC=C(C=C1)[N+](=O)[O-] (2-chloro-5-nitropyridine), ClC1=CC=C(OCC#N)C=C1 ((4-chlorophenoxy)acetonitrile). The solvent is O1CCCC1 (tetrahydrofuran), O1CCCC1 (tetrahydrofuran). Product: ClC1=CC=C(C(=N1)CC#N)[N+](=O)[O-] (6-chloro-3-nitro-2-pyridyl acetonitrile). The yield is 6.9%. As a reaction SMILES: CC(C)([O-])C.[K+].[Cl:7][C:8]1[CH:13]=[CH:12][C:11]([N+:14]([O-:16])=[O:15])=[CH:10][N:9]=1.ClC1C=CC(O[CH2:23][C:24]#[N:25])=CC=1.C(O)(=O)C.Cl>O1CCCC1>[Cl:7][C:8]1[N:9]=[C:10]([CH2:23][C:24]#[N:25])[C:11]([N+:14]([O-:16])=[O:15])=[CH:12][CH:13]=1 |f:0.1|. Procedure details: To a stirred solution of potassium t-butoxide (24.69 g, 220 mmol, 2.2 eq) in anhydrous tetrahydrofuran (150 ml) at -50° C. under nitrogen, a solution of 2-chloro-5-nitropyridine (15.85 g, 100 mmol) and (4-chlorophenoxy)acetonitrile (E. Grochowski et al., Bull. Acad. Pol. Sci. Ser. Sci. Chim., 11, 443 (1963)) (18.44 g, 110 mmol, 1.1 eq) in anhydrous tetrahydrofuran (150 ml) was added dropwise at such a rate that the reaction temperature was maintained at -40° to -50° C. with cooling in a dry ice/... The reactants are COC(COC1=CC2=C(C(=CC=C2C=C1)O)C(C)=O)=O ([[8-acetyl-7-hydroxy-2-naphthalenyl]oxy]acetic acid methyl ester), BrCCCCCBr (1,5-dibromopentane), C([O-])([O-])=O.[K+].[K+] (potassium carbonate). Yields the product COC(COC1=CC2=C(C(=CC=C2C=C1)OCCCCCBr)C(C)=O)=O ([[8-Acetyl-7-(5-bromopentyloxy)-2-naphthalenyl]oxy]acetic acid methyl ester). Run in CC(=O)C (acetone). As a reaction SMILES: [CH3:1][O:2][C:3](=[O:20])[CH2:4][O:5][C:6]1[CH:15]=[CH:14][C:13]2[C:8](=[C:9]([C:17](=[O:19])[CH3:18])[C:10]([OH:16])=[CH:11][CH:12]=2)[CH:7]=1.[Br:21][CH2:22][CH2:23][CH2:24][CH2:25][CH2:26]Br.C(=O)([O-])[O-].[K+].[K+]>CC(C)=O>[CH3:1][O:2][C:3](=[O:20])[CH2:4][O:5][C:6]1[CH:15]=[CH:14][C:13]2[C:8](=[C:9]([C:17](=[O:19])[CH3:18])[C:10]([O:16][CH2:26][CH2:25][CH2:24][CH2:23][CH2:22][Br:21])=[CH:11][CH:12]=2)[CH:7]=1 |f:2.3.4|. Reported procedure: A mixture of 1.1 g of [[8-acetyl-7-hydroxy-2-naphthalenyl]oxy]acetic acid methyl ester, 9.2 g of 1,5-dibromopentane and 0.83 g of anhydrous potassium carbonate in 30 ml of anhydrous acetone was stirred at reflux for 17 hours. The reaction mixture was filtered and filtrate was concentrated at 60° C./10.15 mm to an oil which was purified by flash column chromatography to yield 1.7 g of [[8-Acetyl-7-(5-bromopentyloxy)-2-naphthalenyl]oxy]acetic acid methyl ester as an oil. Isolated yield 100.1%. Reactants: COC(=O)C1CC(S(=O)(=O)CC2CC2)CN1c1cc(C)nn1CCc1ccccc1, [Li+], [OH-]. Yields the product Cc1cc(N2CC(S(=O)(=O)CC3CC3)CC2C(=O)O)n(CCc2ccccc2)n1. RXN SMILES: [CH3:1][O:2][C:3](=[O:4])[CH:5]1[N:6]([c:17]2[n:18]([CH2:23][CH2:24][c:25]3[cH:26][cH:27][cH:28][cH:29][cH:30]3)[n:19][c:20]([CH3:22])[cH:21]2)[CH2:7][CH:8]([S:10](=[O:11])(=[O:12])[CH2:13][CH:14]2[CH2:15][CH2:16]2)[CH2:9]1.[Li+:31].[OH-:32]>>[O:2]=[C:3]([OH:4])[CH:5]1[N:6]([c:17]2[n:18]([CH2:23][CH2:24][c:25]3[cH:26][cH:27][cH:28][cH:29][cH:30]3)[n:19][c:20]([CH3:22])[cH:21]2)[CH2:7][CH:8]([S:10](=[O:11])(=[O:12])[CH2:13][CH:14]2[CH2:15][CH2:16]2)[CH2:9]1. The reactants are C(#N)C1(CC1)NC(=O)[C@@H]1[C@H](C[C@H](C1)S(=O)(=O)C1=C(C=C(C=C1)Br)C(F)(F)F)OC1CCOCC1 ((1S,2S,4S)-4-(4-bromo-2-trifluoromethyl-benzenesulfonyl)-2-(tetrahydro-pyran-4-yloxy)-cyclopentanecarboxylic acid (1-cyano-cyclopropyl)-amide), C(=O)([O-])[O-].[K+].[K+] (K2CO3), C1(=CC=CC=C1)P(C1=CC=CC=C1)C1=CC=CC=C1 (triphenyl-phosphine). The reagents and catalysts are C(C)(=O)[O-].[Pd+2].C(C)(=O)[O-] (palladium acetate). The solvent is C(CCC)O (n-butanol). Run at temperature 100 celsius, time 2 hour. Yields the product C(#N)C1(CC1)NC(=O)[C@@H]1[C@H](C[C@H](C1)S(=O)(=O)C1=C(C=CC=C1)C(F)(F)F)OC1CCOCC1 ((1S,2S,4S)-2-(Tetrahydro-pyran-4-yloxy)-4-(2-trifluoromethyl-benzenesulfonyl)-cyclopentanecarboxylic acid (1-cyano-cyclopropyl)-amide). Reaction SMILES: [C:1]([C:3]1([NH:6][C:7]([C@H:9]2[CH2:13][C@H:12]([S:14]([C:17]3[CH:22]=[CH:21][C:20](Br)=[CH:19][C:18]=3[C:24]([F:27])([F:26])[F:25])(=[O:16])=[O:15])[CH2:11][C@@H:10]2[O:28][CH:29]2[CH2:34][CH2:33][O:32][CH2:31][CH2:30]2)=[O:8])[CH2:5][CH2:4]1)#[N:2].C([O-])([O-])=O.[K+].[K+].C1(P(C2C=CC=CC=2)C2C=CC=CC=2)C=CC=CC=1>C(O)CCC.C([O-])(=O)C.[Pd+2].C([O-])(=O)C>[C:1]([C:3]1([NH:6][C:7]([C@H:9]2[CH2:13][C@H:12]([S:14]([C:17]3[CH:22]=[CH:21][CH:20]=[CH:19][C:18]=3[C:24]([F:27])([F:25])[F:26])(=[O:16])=[O:15])[CH2:11][C@@H:10]2[O:28][CH:29]2[CH2:30][CH2:31][O:32][CH2:33][CH2:34]2)=[O:8])[CH2:4][CH2:5]1)#[N:2] |f:1.2.3,6.7.8|. Procedure details: Argon was bubbled through a mixture of (1R,2R,4R) and (1S,2S,4S)-4-(4-bromo-2-trifluoromethyl-benzenesulfonyl)-2-(tetrahydro-pyran-4-yloxy)-cyclopentanecarboxylic acid (1-cyano-cyclopropyl)-amide (40 mg, 0.0707 mmol, example 169) and K2CO3 (20 mg, 0.1415 mmol) in n-butanol (2 ml) for 10 minutes. Then triphenyl-phosphine (1.48 mg, 0.00566 mmol) and palladium acetate (0.318 mg, 0.001415 mmol) were added and the reaction mixture was stirred at 100° C. for 2 h. The mixture was allowed to cool to roo... Starting materials: C1CCNC1, C#CCN1CCN(C)C1=O, [Cl-], C1COCCO1. The product is CN1CCN(CC#CCN2CCCC2)C1=O. As a reaction SMILES: [CH2:11]1[CH2:12][CH2:13][NH:14][CH2:15]1.[CH3:1][N:2]1[C:3](=[O:10])[N:4]([CH2:7][C:8]#[CH:9])[CH2:5][CH2:6]1.[Cl-:16].[O:17]1[CH2:18][CH2:22][O:21][CH2:20][CH2:19]1>>[CH3:1][N:2]1[C:3](=[O:10])[N:4]([CH2:7][C:8]#[C:9][CH2:18][N:14]2[CH2:13][CH2:12][CH2:11][CH2:15]2)[CH2:5][CH2:6]1. Starting materials: NC=1C=C(C=CC1)CC1C(C2=CC=CC=C2C1)=O (2-[(3-Aminophenyl)methyl]indan-1-one), [H-].[Na+] (sodium hydride), O (Water), CI (Methyl iodide). Run in O1CCCC1 (tetrahydrofuran), O1CCCC1 (tetrahydrofuran), C(Cl)Cl (methylene chloride). Reaction conditions: time 30 minute. Yields the product NC=1C=C(C=CC1)CC1(C(C2=CC=CC=C2C1)=O)C (2-[(3-Aminophenyl)methyl]-2-methyl-1-indanone). Reaction SMILES: [NH2:1][C:2]1[CH:3]=[C:4]([CH2:8][CH:9]2[CH2:17][C:16]3[C:11](=[CH:12][CH:13]=[CH:14][CH:15]=3)[C:10]2=[O:18])[CH:5]=[CH:6][CH:7]=1.[H-].[Na+].[CH3:21]I.O>O1CCCC1.C(Cl)Cl>[NH2:1][C:2]1[CH:3]=[C:4]([CH2:8][C:9]2([CH3:21])[CH2:17][C:16]3[C:11](=[CH:12][CH:13]=[CH:14][CH:15]=3)[C:10]2=[O:18])[CH:5]=[CH:6][CH:7]=1 |f:1.2|. Procedure details: 2-[(3-Aminophenyl)methyl]indan-1-one (5.18 g, 22.0 mmol) in tetrahydrofuran (100 mL) was slowly added to a suspension of sodium hydride (2.20 g, 65.0 mmol), and tetrahydrofuran (100 mL) at room temperature and the mixture was stirred for 30 min. Methyl iodide (1.63 mL, 26.0 mmol) was added and the resulting mixture was stirred at room temperature for 5 h. Water (150 mL) was added, followed by methylene chloride (150 mL) and the resulting aqueous layer was washed with several portions of methylen... Reactants: ClC1=CC=C2C(CCNC2=C1)=O (7-chloro-2,3-dihydro-4(lH)-quinolinone), N1=CC=CC=C1 (pyridine), CC=1SC=CC1C(=O)Cl (2-methyl-3-thienylcarbonyl chloride). The solvent is ClCCl (dichloromethane), O (water), ClCCl (dichloromethane). The product is ClC1=CC=C2C(CCN(C2=C1)C(=O)C1=C(SC=C1)C)=O (7-chloro-2,3-dihydro-l-(2-methyl-3-thienylcarbonyl)-4(lH)-quinolinone). The yield is 83.2%. As a reaction SMILES: [Cl:1][C:2]1[CH:11]=[C:10]2[C:5]([C:6](=[O:12])[CH2:7][CH2:8][NH:9]2)=[CH:4][CH:3]=1.N1C=CC=CC=1.[CH3:19][C:20]1[S:21][CH:22]=[CH:23][C:24]=1[C:25](Cl)=[O:26]>ClCCl.O>[Cl:1][C:2]1[CH:11]=[C:10]2[C:5]([C:6](=[O:12])[CH2:7][CH2:8][N:9]2[C:25]([C:24]2[CH:23]=[CH:22][S:21][C:20]=2[CH3:19])=[O:26])=[CH:4][CH:3]=1. Reported procedure: To a mixture of 7-chloro-2,3-dihydro-4(lH)-quinolinone (20.0 g), pyridine (26 g) and dichloromethane (200 ml) was added dropwise 2-methyl-3-thienylcarbonyl chloride (26 g) at room temperature with stirring. The mixture was stirred under reflux for 4 hours. The reaction mixture was poured into 500 ml of water, then shaken with additional dichloromethane (1000 ml). The organic layer was washed once with 1 N HCl (100 ml), twice with water (200 ml each) and once with saturated aqueous NaCl solution,... The reactants are ClC1=NC(=NC(=C1)C1=CN=CS1)N[C@@H](C)C1=CC=C(C=C1)F ((S)-4-chloro-N-[1-(4-fluorophenyl)ethyl]-6-(thiazol-5-yl)pyrimidine-2-amine), NC1=NC=CN=C1 (2-aminopyrazine), 4,5-bis(diphenylphosphino)-9,9′-dimethylxanthene, P(=O)([O-])([O-])[O-].[K+].[K+].[K+] (tripotassium phosphate), tris(dibenzylideneacetone)(chloroform)dipalladium. The solvent is O1CCOCC1 (1,4-dioxane). Run at temperature 100 celsius, time 5 hour. Yields the product FC1=CC=C(C=C1)[C@H](C)NC1=NC(=CC(=N1)NC1=NC=CN=C1)C1=CN=CS1 ((S)—N2-[1-(4-Fluorophenyl)ethyl]-N4-(pyrazin-2-yl)-6-(thiazol-5-yl)pyrimidine-2,4-diamine). Yield: 57.6%. Reaction SMILES: Cl[C:2]1[CH:7]=[C:6]([C:8]2[S:12][CH:11]=[N:10][CH:9]=2)[N:5]=[C:4]([NH:13][C@H:14]([C:16]2[CH:21]=[CH:20][C:19]([F:22])=[CH:18][CH:17]=2)[CH3:15])[N:3]=1.[NH2:23][C:24]1[CH:29]=[N:28][CH:27]=[CH:26][N:25]=1.P([O-])([O-])([O-])=O.[K+].[K+].[K+]>O1CCOCC1>[F:22][C:19]1[CH:20]=[CH:21][C:16]([C@@H:14]([NH:13][C:4]2[N:3]=[C:2]([NH:23][C:24]3[CH:29]=[N:28][CH:27]=[CH:26][N:25]=3)[CH:7]=[C:6]([C:8]3[S:12][CH:11]=[N:10][CH:9]=3)[N:5]=2)[CH3:15])=[CH:17][CH:18]=1 |f:2.3.4.5|. Procedure: To 155 mg of (S)-4-chloro-N-[1-(4-fluorophenyl)ethyl]-6-(thiazol-5-yl)pyrimidine-2-amine, 53 mg of 2-aminopyrazine, 72 mg of 4,5-bis(diphenylphosphino)-9,9′-dimethylxanthene, 196 mg of tripotassium phosphate and 81 mg of tris(dibenzylideneacetone)(chloroform)dipalladium, was added 4 ml of 1,4-dioxane, and the mixture was subjected to degassing, and substituted by argon gas, and then was stirred at 100° C. for 5 hours. The reaction solution was diluted with ethyl acetate. The solution was washed ...